This data is from the Open Reaction Database (ORD), a public repository of structured organic reaction records. The task is: describe an organic reaction: reactants, conditions, products, and yield Starting materials: [Br-], [Br-], [Br-], CC(=O)c1csc(SC(C)(C)C(=O)OC(C)(C)C)n1, C1CCOC1, C[N+](C)(C)c1ccccc1, C[N+](C)(C)c1ccccc1, C[N+](C)(C)c1ccccc1. Product: CC(C)(C)OC(=O)C(C)(C)Sc1nc(C(=O)CBr)cs1. As a reaction SMILES: [Br-:20].[Br-:21].[Br-:22].[C:1]([CH3:2])([CH3:3])([CH3:4])[O:5][C:6]([C:7]([CH3:8])([CH3:9])[S:10][c:11]1[s:12][cH:13][c:14]([C:16]([CH3:17])=[O:18])[n:15]1)=[O:19].[O:53]1[CH2:54][CH2:55][CH2:56][CH2:57]1.[c:23]1([N+:24]([CH3:25])([CH3:26])[CH3:27])[cH:28][cH:29][cH:30][cH:31][cH:32]1.[c:33]1([N+:34]([CH3:35])([CH3:36])[CH3:37])[cH:38][cH:39][cH:40][cH:41][cH:42]1.[c:43]1([N+:44]([CH3:45])([CH3:46])[CH3:47])[cH:48][cH:49][cH:50][cH:51][cH:52]1>>[C:1]([CH3:2])([CH3:3])([CH3:4])[O:5][C:6]([C:7]([CH3:8])([CH3:9])[S:10][c:11]1[s:12][cH:13][c:14]([C:16]([CH2:17][Br:20])=[O:18])[n:15]1)=[O:19]. Starting materials: ClCCO (2-chloroethanol), C(Cl)C1CO1 (epichlorohydrin), acidic ion. Yields the product ClCC(COCCCl)O (1-chloro-3-(2-chloroethoxy)2-propanol). Yield: 74.9%. RXN SMILES: [Cl:1][CH2:2][CH2:3][OH:4].[CH2:5]([CH:7]1[O:9][CH2:8]1)[Cl:6]>>[Cl:1][CH2:2][CH:3]([OH:4])[CH2:8][O:9][CH2:7][CH2:5][Cl:6]. Procedure: A mixture consisting of 100 g 2-chloroethanol (12.4 mol), 573 g epichlorohydrin (6.2 mol) and 20 g of an acidic ion exchange resin were refluxed for 24 hours. The mixture was then filtered to remove the ion exchange resin and the excess alcohol and unreacted epichlorohydrin were removed by distillation. The residue was distilled under vacuum and the product 1-chloro-3-(2-chloroethoxy)2-propanol (804 g, 75% yield) distilled between 89 and 1° C. at 0.05 mm Hg. Starting materials: CC(=O)OC(C)=O, ClCCl, OCCN1CCNC1=Nc1ccccc1N1CCOCC1. The product is CC(=O)OCCN1CCNC1=Nc1ccccc1N1CCOCC1. RXN SMILES: [CH3:22][C:23](=[O:24])[O:25][C:26](=[O:27])[CH3:28].[Cl:29][CH2:30][Cl:31].[OH:1][CH2:2][CH2:3][N:4]1[C:5](=[N:9][c:10]2[c:11]([N:16]3[CH2:17][CH2:18][O:19][CH2:20][CH2:21]3)[cH:12][cH:13][cH:14][cH:15]2)[NH:6][CH2:7][CH2:8]1>>[O:1]([CH2:2][CH2:3][N:4]1[C:5](=[N:9][c:10]2[c:11]([N:16]3[CH2:17][CH2:18][O:19][CH2:20][CH2:21]3)[cH:12][cH:13][cH:14][cH:15]2)[NH:6][CH2:7][CH2:8]1)[C:23]([CH3:22])=[O:24].